This data is from the Open Reaction Database (ORD), a public repository of structured organic reaction records. The task is: describe an organic reaction: reactants, conditions, products, and yield The reactants are CCOC(C)=O, CO, [H][H], Nc1cc2c(cc1[N+](=O)[O-])CC1(C2)C(=O)Nc2ncccc21. Yields the product Nc1cc2c(cc1N)CC1(C2)C(=O)Nc2ncccc21. Reaction SMILES: [CH3:23][CH2:24][O:25][C:26]([CH3:27])=[O:28].[CH3:31][OH:32].[H:29][H:30].[NH2:1][c:2]1[cH:3][c:4]2[c:8]([cH:9][c:10]1[N+:11]([O-:12])=[O:13])[CH2:7][C:6]1([CH2:5]2)[C:14](=[O:22])[NH:15][c:16]2[n:17][cH:18][cH:19][cH:20][c:21]21>>[NH2:1][c:2]1[cH:3][c:4]2[c:8]([cH:9][c:10]1[NH2:11])[CH2:7][C:6]1([CH2:5]2)[C:14](=[O:22])[NH:15][c:16]2[n:17][cH:18][cH:19][cH:20][c:21]21.